From a dataset of the Open Reaction Database (ORD), a public repository of structured organic reaction records. describe an organic reaction: reactants, conditions, products, and yield The reactants are [O-]P(=O)([O-])[O-].[K+].[K+].[K+] (K3PO4), N (ammonia), C1(CCCCC1)N (Cyclohexylamine), C(CO)O (ethylene glycol), IC1=CC=C(C=C1)OC (4-iodoanisole). The reagents and catalysts are [Cu]I (CuI). Run in O (water), C(CCC)O (1-butanol). Run at temperature 100 celsius, time 14 hour. Product: COC1=CC=C(C=C1)NC1CCCCC1 (N-(4-Methoxyphenyl)cyclohexylamine). The yield is 69.7%. Reaction SMILES: [O-]P([O-])([O-])=O.[K+].[K+].[K+].[CH:9]1([NH2:15])[CH2:14][CH2:13][CH2:12][CH2:11][CH2:10]1.C(O)CO.I[C:21]1[CH:26]=[CH:25][C:24]([O:27][CH3:28])=[CH:23][CH:22]=1.N>C(O)CCC.O.[Cu]I>[CH3:28][O:27][C:24]1[CH:25]=[CH:26][C:21]([NH:15][CH:9]2[CH2:14][CH2:13][CH2:12][CH2:11][CH2:10]2)=[CH:22][CH:23]=1 |f:0.1.2.3|. Reported procedure: An oven-dried resealable 15 mL Schlenk tube was charged with CuI (9.5 mg, 0.0499 mmol, 5.0 mol %), K3PO4 (440 mg, 2.07 mmol), evacuated and backfilled with argon. Cyclohexylamine (144 μL, 1.26 mmol), ethylene glycol (0.11 mL, 1.97 mmol), and a solution of 4-iodoanisole (235 mg, 1.00 mmol) in 1-butanol (1.0 mL) were added under argon. The Schlenk tube was sealed with a Teflon valve and the reaction mixture was stirred magnetically at 100° C. for 14 h. The resulting thick, green-brown suspension w... Starting materials: COC(=O)C=1SC(=CC1)C(NC(C)C1=CC=C(C=C1)N)=O (5-[1-(4-amino-phenyl)-ethylcarbamoyl]-thiophene-2-carboxylic acid methyl ester), C1(=CC(=CC=C1)C=O)C (m-tolualdehyde), [Cl-].[NH4+] (ammonium chloride), C(#N)[BH3-].[Na+] (sodium cyanoborohydride). Solvent: C(C)O (ethanol), O (water), C1CCOC1 (THF). The product is COC(=O)C=1SC(=CC1)C(NC(C)C1=CC=C(C=C1)NCC1=CC(=CC=C1)C)=O (5-{1-[4-(3-Methyl-benzylamino)-phenyl]-ethylcarbamoyl}-thiophene-2-carboxylic acid methyl ester). Yield: 43.0%. As a reaction SMILES: [CH3:1][O:2][C:3]([C:5]1[S:6][C:7]([C:10](=[O:21])[NH:11][CH:12]([C:14]2[CH:19]=[CH:18][C:17]([NH2:20])=[CH:16][CH:15]=2)[CH3:13])=[CH:8][CH:9]=1)=[O:4].[C:22]1([CH3:30])[CH:27]=[CH:26][CH:25]=[C:24]([CH:28]=O)[CH:23]=1.C([BH3-])#N.[Na+].[Cl-].[NH4+]>O.C1COCC1.C(O)C>[CH3:1][O:2][C:3]([C:5]1[S:6][C:7]([C:10](=[O:21])[NH:11][CH:12]([C:14]2[CH:15]=[CH:16][C:17]([NH:20][CH2:30][C:22]3[CH:27]=[CH:26][CH:25]=[C:24]([CH3:28])[CH:23]=3)=[CH:18][CH:19]=2)[CH3:13])=[CH:8][CH:9]=1)=[O:4] |f:2.3,4.5|. Procedure details: A mixture of 304.0 mg (1.0 mmol) 5-[1-(4-amino-phenyl)-ethylcarbamoyl]-thiophene-2-carboxylic acid methyl ester, 120.0 mg (1.0 mmol) m-tolualdehyde and 2 ml ethanol was heated under reflux for 1 h. The solvent was evaporated and 3 ml THF and 315 mg (5.0 mmol) sodium cyanoborohydride were added to the residue. After 18 h 5 ml aqueous ammonium chloride solution and 10 ml water were added. The aqueous phase was extracted with dichloromethane, the combined organic phases were dried over magnesium su... The reactants are [H-].[Na+] (sodium hydride), C(C)(C)(C)OC(=O)NC1=NOC=C1 (3-(t-Butoxycarbonylamino)isoxazole), C(C=C)Br (Allyl bromide). Solvent: O (water), C(OC)COC (dimethoxyethane). Run at temperature 0 celsius, time 20 minute. Yields the product C(C=C)N1OC=CC1NC(=O)OC(C)(C)C (N-Allyl-3-(t-Butoxycarbonylamino)isoxazole). Isolated yield 99.6%. Reaction SMILES: [C:1]([O:5][C:6]([NH:8][C:9]1[CH:13]=[CH:12][O:11][N:10]=1)=[O:7])([CH3:4])([CH3:3])[CH3:2].[H-].[Na+].[CH2:16](Br)[CH:17]=[CH2:18]>C(COC)OC.O>[CH2:18]([N:10]1[CH:9]([NH:8][C:6]([O:5][C:1]([CH3:4])([CH3:2])[CH3:3])=[O:7])[CH:13]=[CH:12][O:11]1)[CH:17]=[CH2:16] |f:1.2|. Procedure: 3-(t-Butoxycarbonylamino)isoxazole (12 g, 65.2 mM) was dissolved in dimethoxyethane (150 ml) and cooled to 0° C. under nitrogen. To the stirred solution was added sodium hydride (60% in oil, 2.87 g, 71.7 mM), and the mixture stirred 20 minutes. Allyl bromide (8.7 g, 71.7 mM) was added dropwise, and the mixture stirred at ambient temperature for 18 hours, then diluted with water (300 ml), and extracted into diethyl ether (3×100 ml). The extracts were washed with brine (100 ml), dried (magnesium s... The reactants are [NH4+].[Cl-] (NH4Cl), C1(=CC=CC=C1)S(=O)(=O)C1CCNCC1 (4-(phenylsulfonyl)piperidine), ClC1=NC=CC=C1C(F)(F)F (2-chloro-3-(trifluoromethyl)pyridine), C(C)(C)N(CC)C(C)C (diisopropylethylamine). The solvent is O1CCOCC1 (1,4-Dioxane). Yields the product C1(=CC=CC=C1)S(=O)(=O)C1CCN(CC1)C1=NC=CC=C1C(F)(F)F (2-[4-(phenylsulfonyl)piperidin-1-yl]-3-(trifluoromethyl)pyridine). Yield: 55.0%. Reaction SMILES: [C:1]1([S:7]([CH:10]2[CH2:15][CH2:14][NH:13][CH2:12][CH2:11]2)(=[O:9])=[O:8])[CH:6]=[CH:5][CH:4]=[CH:3][CH:2]=1.Cl[C:17]1[C:22]([C:23]([F:26])([F:25])[F:24])=[CH:21][CH:20]=[CH:19][N:18]=1.C(N(C(C)C)CC)(C)C.[NH4+].[Cl-]>O1CCOCC1>[C:1]1([S:7]([CH:10]2[CH2:11][CH2:12][N:13]([C:17]3[C:22]([C:23]([F:26])([F:25])[F:24])=[CH:21][CH:20]=[CH:19][N:18]=3)[CH2:14][CH2:15]2)(=[O:9])=[O:8])[CH:6]=[CH:5][CH:4]=[CH:3][CH:2]=1 |f:3.4|. Reported procedure: To a microwave vial were charged 4-(phenylsulfonyl)piperidine (300 mg, 1.33 mmol), 2-chloro-3-(trifluoromethyl)pyridine, (484 mg, 2.66 mmol), diisopropylethylamine (0.695 mL, 3.99 mmol) and 1,4-Dioxane (0.2 mL). The reaction mixture thus prepared was irradiated at 200° C. for 1 hour. The reaction was complete as determined by TLC. The residue was added with saturated NH4Cl (aq.) and extracted with ethylacetate, washed with 10% HCl (aq.), water then brine. Organic layer was dried over MgSO4. Solv... Reactants: CCNCC, COc1ccc(S(=O)(=O)N2C(=O)C(c3cc(C=O)ccc3OC)(N3CC(O)CC3C(=O)N(C)C)c3cc(Cl)ccc32)c(OC(F)(F)F)c1. Yields the product CCN(CC)Cc1ccc(OC)c(C2(N3CC(O)CC3C(=O)N(C)C)C(=O)N(S(=O)(=O)c3ccc(OC)cc3OC(F)(F)F)c3ccc(Cl)cc32)c1. RXN SMILES: [CH2:49]([CH3:50])[NH:51][CH2:52][CH3:53].[Cl:1][c:2]1[cH:3][c:4]2[c:8]([cH:9][cH:10]1)[N:7]([S:11](=[O:12])(=[O:13])[c:14]1[c:15]([O:22][C:23]([F:24])([F:25])[F:26])[cH:16][c:17]([O:20][CH3:21])[cH:18][cH:19]1)[C:6](=[O:27])[C:5]2([c:28]1[c:29]([O:36][CH3:37])[cH:30][cH:31][c:32]([CH:34]=[O:35])[cH:33]1)[N:38]1[CH:39]([C:40](=[O:41])[N:42]([CH3:43])[CH3:44])[CH2:45][CH:46]([OH:48])[CH2:47]1>>[Cl:1][c:2]1[cH:3][c:4]2[c:8]([cH:9][cH:10]1)[N:7]([S:11](=[O:12])(=[O:13])[c:14]1[c:15]([O:22][C:23]([F:24])([F:25])[F:26])[cH:16][c:17]([O:20][CH3:21])[cH:18][cH:19]1)[C:6](=[O:27])[C:5]2([c:28]1[c:29]([O:36][CH3:37])[cH:30][cH:31][c:32]([CH2:34][N:51]([CH2:49][CH3:50])[CH2:52][CH3:53])[cH:33]1)[N:38]1[CH:39]([C:40](=[O:41])[N:42]([CH3:43])[CH3:44])[CH2:45][CH:46]([OH:48])[CH2:47]1.